Dataset: the Open Reaction Database (ORD), a public repository of structured organic reaction records. Task: describe an organic reaction: reactants, conditions, products, and yield The reactants are C(C)(C)N(CC)C(C)C (diisopropylethyl amine), NC=1C=NC(=C(N1)N)Cl.I.CSC(N)=N (3,5-diamino-6-chloropyrazine 2-methyl-isothiourea hydriodide), COC(C(COC1=CC=C(C=C1)CCCCN)NC(=O)OC(C)(C)C)=O (3-[4-(4-Aminobutyl)phenoxy]-2-tert-butoxycarbonylaminopropionic acid methyl ester), C(C)O (ethanol). Reaction conditions: temperature 65 celsius. The product is COC(C(COC1=CC=C(C=C1)CCCCNC(=NC(=O)C1=NC(=C(N=C1N)N)Cl)N)NC(=O)OC(C)(C)C)=O (2-tert-Butoxycarbonylamino-3-(4-{4-[N′-(3,5-diamino-6-chloropyrazine-2-carbonyl)-guanidino]butyl}phenoxy)propionic acid methyl ester). The yield is 37.0%. Reaction SMILES: [CH3:1][O:2][C:3](=[O:26])[CH:4]([NH:18][C:19]([O:21][C:22]([CH3:25])([CH3:24])[CH3:23])=[O:20])[CH2:5][O:6][C:7]1[CH:12]=[CH:11][C:10]([CH2:13][CH2:14][CH2:15][CH2:16][NH2:17])=[CH:9][CH:8]=1.C(N(C(C)C)CC)(C)C.[NH2:36][C:37]1[CH:38]=[N:39][C:40]([Cl:44])=[C:41]([NH2:43])[N:42]=1.I.CS[C:48](=[NH:50])[NH2:49].[CH2:51]([OH:53])C>>[CH3:1][O:2][C:3](=[O:26])[CH:4]([NH:18][C:19]([O:21][C:22]([CH3:23])([CH3:25])[CH3:24])=[O:20])[CH2:5][O:6][C:7]1[CH:8]=[CH:9][C:10]([CH2:13][CH2:14][CH2:15][CH2:16][NH:17][C:48]([NH2:49])=[N:50][C:51]([C:38]2[C:37]([NH2:36])=[N:42][C:41]([NH2:43])=[C:40]([Cl:44])[N:39]=2)=[O:53])=[CH:11][CH:12]=1 |f:2.3.4|. Procedure details: Compound 103 (366 mg, 0.99 mmol) was dissolved in ethanol (8 mL) then diisopropylethyl amine (0.86 mL, 4.9 mmol) and 1-(3,5-diamino-6-chloropyrazine-2-methyl-isothiourea hydriodide (407 mg, 1.04 mmol) were added and the reaction was heated to 65° C. for 1.5 h. The solvents were removed under reduced pressure and the residue was purified by column chromatography (silica gel, eluent: 90:10:1, v/v dichloromethane/methanol/conc. ammonium hydroxide) to provide compound 104 (215 mg, 37%). 1H NMR (300 ... Reactants: CC(=O)C12CNCC1CC1C3CC(F)C4=CC(=O)C=CC4(C)C3(F)C(O)CC12C, Cc1ccc(C=O)o1, CC#N, O=CO, Cl. The product is CC(=O)C12CN(Cc3ccc(C)o3)CC1CC1C3CC(F)C4=CC(=O)C=CC4(C)C3(F)C(O)CC12C. As a reaction SMILES: [C:2]([CH3:3])(=[O:4])[C:5]12[CH2:6][NH:7][CH2:8][CH:9]1[CH2:10][CH:11]1[C:12]2([CH3:30])[CH2:13][CH:14]([OH:29])[C:15]2([F:28])[C:16]3([CH3:27])[CH:17]=[CH:18][C:19](=[O:26])[CH:20]=[C:21]3[CH:22]([F:25])[CH2:23][CH:24]12.[CH3:31][c:32]1[cH:33][cH:34][c:35]([CH:36]=[O:37])[o:38]1.[CH3:42][C:43]#[N:44].[CH:39]([OH:40])=[O:41].[ClH:1]>>[C:2]([CH3:3])(=[O:4])[C:5]12[CH2:6][N:7]([CH2:36][c:35]3[cH:34][cH:33][c:32]([CH3:31])[o:38]3)[CH2:8][CH:9]1[CH2:10][CH:11]1[C:12]2([CH3:30])[CH2:13][CH:14]([OH:29])[C:15]2([F:28])[C:16]3([CH3:27])[CH:17]=[CH:18][C:19](=[O:26])[CH:20]=[C:21]3[CH:22]([F:25])[CH2:23][CH:24]12. Reactants: Cc1ccccc1, CCO, COc1cc2ncnc(C3CCN(C(=O)Nc4ccc(I)cc4)CC3)c2cc1OC, [K+], [K+], O=C([O-])[O-], c1ccc(P(c2ccccc2)(c2ccccc2)[Pd](P(c2ccccc2)(c2ccccc2)c2ccccc2)(P(c2ccccc2)(c2ccccc2)c2ccccc2)P(c2ccccc2)(c2ccccc2)c2ccccc2)cc1, OB(O)c1cncnc1. Product: COc1cc2ncnc(C3CCN(C(=O)Nc4ccc(-c5cncnc5)cc4)CC3)c2cc1OC. As a reaction SMILES: [CH3:46][c:47]1[cH:48][cH:49][cH:50][cH:51][cH:52]1.[CH3:53][CH2:54][OH:55].[I:1][c:2]1[cH:3][cH:4][c:5]([NH:8][C:9](=[O:10])[N:11]2[CH2:12][CH2:13][CH:14]([c:17]3[n:18][cH:19][n:20][c:21]4[cH:22][c:23]([O:29][CH3:30])[c:24]([O:27][CH3:28])[cH:25][c:26]34)[CH2:15][CH2:16]2)[cH:6][cH:7]1.[K+:40].[K+:41].[O-:42][C:43]([O-:44])=[O:45].[cH:56]1[cH:57][cH:58][c:59]([P:60]([Pd:61]([P:62]([c:63]2[cH:64][cH:65][cH:66][cH:67][cH:68]2)([c:69]2[cH:70][cH:71][cH:72][cH:73][cH:74]2)[c:75]2[cH:76][cH:77][cH:78][cH:79][cH:80]2)([P:81]([c:82]2[cH:83][cH:84][cH:85][cH:86][cH:87]2)([c:88]2[cH:89][cH:90][cH:91][cH:92][cH:93]2)[c:94]2[cH:95][cH:96][cH:97][cH:98][cH:99]2)[P:100]([c:101]2[cH:102][cH:103][cH:104][cH:105][cH:106]2)([c:107]2[cH:108][cH:109][cH:110][cH:111][cH:112]2)[c:113]2[cH:114][cH:115][cH:116][cH:117][cH:118]2)([c:119]2[cH:120][cH:121][cH:122][cH:123][cH:124]2)[c:125]2[cH:126][cH:127][cH:128][cH:129][cH:130]2)[cH:131][cH:132]1.[n:31]1[cH:32][n:33][cH:34][c:35]([B:37]([OH:38])[OH:39])[cH:36]1>>[c:2]1(-[c:35]2[cH:34][n:33][cH:32][n:31][cH:36]2)[cH:3][cH:4][c:5]([NH:8][C:9](=[O:10])[N:11]2[CH2:12][CH2:13][CH:14]([c:17]3[n:18][cH:19][n:20][c:21]4[cH:22][c:23]([O:29][CH3:30])[c:24]([O:27][CH3:28])[cH:25][c:26]34)[CH2:15][CH2:16]2)[cH:6][cH:7]1.